From a dataset of the Open Reaction Database (ORD), a public repository of structured organic reaction records. describe an organic reaction: reactants, conditions, products, and yield Procedure details: Beginning with (3,4-dihydro-5-thia-2a-aza-acenaphthylen-1-yl)oxoacetic acid methyl ester and (indol-3-yl)acetamide, the title compound was prepared essentially as described in Example 1. RXN SMILES: CO[C:3](=[O:18])[C:4]([C:6]1[C:16]2=[C:17]3[C:12](=[CH:13][CH:14]=[CH:15]2)[S:11][CH2:10][CH2:9][N:8]3[CH:7]=1)=O.[NH:19]1[C:27]2[C:22](=[CH:23][CH:24]=[CH:25][CH:26]=2)[C:21]([CH2:28][C:29]([NH2:31])=[O:30])=[CH:20]1>>[C:6]1([C:4]2[C:3](=[O:18])[NH:31][C:29](=[O:30])[C:28]=2[C:21]2[C:22]3[C:27](=[CH:26][CH:25]=[CH:24][CH:23]=3)[NH:19][CH:20]=2)[C:16]2=[C:17]3[C:12](=[CH:13][CH:14]=[CH:15]2)[S:11][CH2:10][CH2:9][N:8]3[CH:7]=1. Starting materials: COC(C(=O)C1=CN2CCSC3=CC=CC1=C23)=O ((3,4-dihydro-5-thia-2a-aza-acenaphthylen-1-yl)oxoacetic acid methyl ester), N1C=C(C2=CC=CC=C12)CC(=O)N ((indol-3-yl)acetamide). The product is C1(=CN2CCSC3=CC=CC1=C23)C=2C(NC(C2C2=CNC3=CC=CC=C23)=O)=O (3-(3,4-Dihydro-5-thia-2a-aza-acenaphthylen-1-yl)-4-(1H-indol-3-yl)-pyrrole-2,5-dione). Reactants: CC(C)(C)OC(=O)N1CCC(n2ncc3c(Cl)nc(N)nc32)CC1, O=C([O-])[O-], CN(C)C=O, [K+], [K+], N#Cc1ccccc1O. The product is CC(C)(C)OC(=O)N1CCC(n2ncc3c(Oc4ccccc4C#N)nc(N)nc32)CC1. RXN SMILES: [C:1]([CH3:2])([CH3:3])([CH3:4])[O:5][C:6](=[O:7])[N:8]1[CH2:9][CH2:10][CH:11]([n:14]2[n:15][cH:16][c:17]3[c:18]2[n:19][c:20]([NH2:24])[n:21][c:22]3[Cl:23])[CH2:12][CH2:13]1.[C:34](=[O:35])([O-:36])[O-:37].[CH3:40][N:41]([CH3:42])[CH:43]=[O:44].[K+:38].[K+:39].[OH:25][c:26]1[c:27]([C:28]#[N:29])[cH:30][cH:31][cH:32][cH:33]1>>[C:1]([CH3:2])([CH3:3])([CH3:4])[O:5][C:6](=[O:7])[N:8]1[CH2:9][CH2:10][CH:11]([n:14]2[n:15][cH:16][c:17]3[c:18]2[n:19][c:20]([NH2:24])[n:21][c:22]3[O:25][c:26]2[c:27]([C:28]#[N:29])[cH:30][cH:31][cH:32][cH:33]2)[CH2:12][CH2:13]1. The reactants are CCOC(=O)CC(=O)CC, CCO, N#CCCO. Product: CCC(=O)CC(=O)OCCC#N. As a reaction SMILES: [C:1]([CH2:2][CH3:3])(=[O:4])[CH2:5][C:6](=[O:7])[O:8][CH2:9][CH3:10].[CH3:16][CH2:17][OH:18].[OH:11][CH2:12][CH2:13][C:14]#[N:15]>>[C:1]([CH2:2][CH3:3])(=[O:4])[CH2:5][C:6](=[O:7])[O:8][CH2:9][CH2:10][C:14]#[N:15]. The reactants are COc1ccc(Cl)cc1C(=S)N=c1sc(C(C)(C)C)nn1CC(C)C, N#C[NH-]. Product: COc1ccc(Cl)cc1C(=NC#N)N=c1sc(C(C)(C)C)nn1CC(C)C. As a reaction SMILES: [C:1]([CH3:2])([CH3:3])([CH3:4])[c:5]1[n:6][n:7]([CH2:22][CH:23]([CH3:24])[CH3:25])[c:8](=[N:10][C:11](=[S:12])[c:13]2[c:14]([O:20][CH3:21])[cH:15][cH:16][c:17]([Cl:19])[cH:18]2)[s:9]1.[C:26](#[N:27])[NH-:28]>>[C:1]([CH3:2])([CH3:3])([CH3:4])[c:5]1[n:6][n:7]([CH2:22][CH:23]([CH3:24])[CH3:25])[c:8](=[N:10][C:11]([c:13]2[c:14]([O:20][CH3:21])[cH:15][cH:16][c:17]([Cl:19])[cH:18]2)=[N:28][C:26]#[N:27])[s:9]1.